From a dataset of the Open Reaction Database (ORD), a public repository of structured organic reaction records. describe an organic reaction: reactants, conditions, products, and yield Reactants: C(C)(=O)S[C@H]1C[C@H](N(C1)C(=O)OCC1=CC=C(C=C1)[N+](=O)[O-])C1OCC(O1)CBr ((2S, 4S )-4-acetylthio-2-(4-bromomethyl1,3-dioxolan-2-yl)-1- (4-nitrobenzyloxycarbonyl)pyrrolidine), [N-]=[N+]=[N-].[Na+] (sodium azide), O (water), C(C)(=O)OCC (ethyl acetate). Solvent: CN(C=O)C (N,N-dimethylformamide). The product is N(=[N+]=[N-])CC1OC(OC1)[C@H]1N(C[C@H](C1)S)C(=O)OCC1=CC=C(C=C1)[N+](=O)[O-] ((2S,4S)-2-(4-azidomethyl-1,3-dioxolan-2-yl) -4-mercapto-1-(4-nitrobenzyloxycarbonyl)pyrrolidine). Isolated yield 70.9%. Reaction SMILES: C([S:4][C@@H:5]1[CH2:9][N:8]([C:10]([O:12][CH2:13][C:14]2[CH:19]=[CH:18][C:17]([N+:20]([O-:22])=[O:21])=[CH:16][CH:15]=2)=[O:11])[C@H:7]([CH:23]2[O:27][CH:26]([CH2:28]Br)[CH2:25][O:24]2)[CH2:6]1)(=O)C.[N-:30]=[N+:31]=[N-:32].[Na+].O.C(OCC)(=O)C>CN(C)C=O>[N:30]([CH2:28][CH:26]1[CH2:25][O:24][CH:23]([C@@H:7]2[CH2:6][C@H:5]([SH:4])[CH2:9][N:8]2[C:10]([O:12][CH2:13][C:14]2[CH:19]=[CH:18][C:17]([N+:20]([O-:22])=[O:21])=[CH:16][CH:15]=2)=[O:11])[O:27]1)=[N+:31]=[N-:32] |f:1.2|. Reported procedure: A solution of (2S, 4S )-4-acetylthio-2-(4-bromomethyl1,3-dioxolan-2-yl)-1- (4-nitrobenzyloxycarbonyl)pyrrolidine (1.67 g) and sodium azide (0.24 g) in N,N-dimethylformamide (25 ml) was stirred at 60° C. for 1.5 hours, and the mixture was poured into a mixture of water (250 ml) and ethyl acetate (200 ml). The organic layer was separated, washed with brine, dried over magnesium sulfate and evaporated. The residue was dissolved in a mixture of methanol (8 ml) and tetrahydrofuran (8 ml), and then de... RXN SMILES: [N-:29]=[N+:30]=[N-:31].[Na+:32].[O:33]=[CH:34][N:35]([CH3:36])[CH3:37].[c:1]1(-[c:7]2[nH:8][c:9]3[c:10]([n:11]2)[cH:12][cH:13][c:14]([CH2:16][CH2:17][O:18][S:19]([c:20]2[cH:21][cH:22][c:23]([CH3:24])[cH:25][cH:26]2)(=[O:27])=[O:28])[cH:15]3)[cH:2][cH:3][cH:4][cH:5][cH:6]1>>[c:1]1(-[c:7]2[nH:8][c:9]3[c:10]([n:11]2)[cH:12][cH:13][c:14]([CH2:16][CH2:17][N:29]=[N+:30]=[N-:31])[cH:15]3)[cH:2][cH:3][cH:4][cH:5][cH:6]1. The product is [N-]=[N+]=NCCc1ccc2nc(-c3ccccc3)[nH]c2c1. Starting materials: [N-]=[N+]=[N-], [Na+], CN(C)C=O, Cc1ccc(S(=O)(=O)OCCc2ccc3nc(-c4ccccc4)[nH]c3c2)cc1. Reactants: BrC1=C(C#N)C=CC(=C1)C1=NNC=2C=NC=3C=C(C(=CC3C21)OC)OC (2-Bromo-4-(7,8-dimethoxy-3H-pyrazolo[3,4-c]quinolin-1-yl)benzonitrile), P(=O)([O-])([O-])[O-].[K+].[K+].[K+] (Tripotassium phosphate), [OH-].[K+] (KOH), C(=C)B1OC(C)(C)C(C)(C)O1 (vinylboronic acid pinacol ester), trans-bis(tricyclohexylphosphine)palladium(II)dichloride. Solvent: CN(C=O)C (N,N-dimethylformamide), O (water), COCCOC (1,2-dimethoxyethane). Conditions: temperature 150 celsius. Product: COC=1C(=CC=2C3=C(C=NC2C1)NN=C3C3=CC(=C(C#N)C=C3)C=C)OC (4-(7,8-dimethoxy-3H-pyrazolo[3,4-c]-quinolin-1-yl)-2-vinylbenzonitrile). Yield: 52.5%. Reaction SMILES: Br[C:2]1[CH:9]=[C:8]([C:10]2[C:22]3[C:21]4[CH:20]=[C:19]([O:23][CH3:24])[C:18]([O:25][CH3:26])=[CH:17][C:16]=4[N:15]=[CH:14][C:13]=3[NH:12][N:11]=2)[CH:7]=[CH:6][C:3]=1[C:4]#[N:5].P([O-])([O-])([O-])=O.[K+].[K+].[K+].[OH-].[K+].[CH:37](B1OC(C)(C)C(C)(C)O1)=[CH2:38]>CN(C)C=O.O.COCCOC>[CH3:26][O:25][C:18]1[C:19]([O:23][CH3:24])=[CH:20][C:21]2[C:22]3[C:10]([C:8]4[CH:7]=[CH:6][C:3]([C:4]#[N:5])=[C:2]([CH:37]=[CH2:38])[CH:9]=4)=[N:11][NH:12][C:13]=3[CH:14]=[N:15][C:16]=2[CH:17]=1 |f:1.2.3.4,5.6|. Procedure details: 2-Bromo-4-(7,8-dimethoxy-3H-pyrazolo[3,4-c]quinolin-1-yl)benzonitrile (540 mg, 1.32 mmol) is dissolved in N,N-dimethylformamide (4.0 ml) under an argon protective-gas atmosphere. Tripotassium phosphate (578 mg, 2.64 mmol), KOH (67 mg, 1.19 mmol), 1,2-dimethoxyethane (9.0 ml) and water (50 μl), vinylboronic acid pinacol ester (942 μl, 5.28 mmol) and trans-bis(tricyclohexylphosphine)palladium(II)dichloride (98 mg, 132 μmol) are subsequently added. The suspension obtained is heated at 150° C. (micr... Starting materials: ClC1=NN=C(C2=CC=C(C=C12)OC)C1=CC=C(C=C1)C (1-chloro-7-methoxy-4-(4-methylphenyl)phthalazine), NC1CCN(CC1)CC1=CC2=CC=CC=C2C=C1 (4-amino-1-(naphthalen-2-ylmethyl)piperidine). The product is COC1=CC=C2C(=NN=C(C2=C1)NC1CCN(CC1)CC1=CC2=CC=CC=C2C=C1)C1=CC=C(C=C1)C (7-Methoxy-4- (4-methylphenyl)-N-[1- (naphthalen-2-ylmethyl)piperidin-4-yl]phthalazin-1-amine). RXN SMILES: Cl[C:2]1[C:11]2[C:6](=[CH:7][CH:8]=[C:9]([O:12][CH3:13])[CH:10]=2)[C:5]([C:14]2[CH:19]=[CH:18][C:17]([CH3:20])=[CH:16][CH:15]=2)=[N:4][N:3]=1.[NH2:21][CH:22]1[CH2:27][CH2:26][N:25]([CH2:28][C:29]2[CH:38]=[CH:37][C:36]3[C:31](=[CH:32][CH:33]=[CH:34][CH:35]=3)[CH:30]=2)[CH2:24][CH2:23]1>>[CH3:13][O:12][C:9]1[CH:10]=[C:11]2[C:6]([C:5]([C:14]3[CH:19]=[CH:18][C:17]([CH3:20])=[CH:16][CH:15]=3)=[N:4][N:3]=[C:2]2[NH:21][CH:22]2[CH2:23][CH2:24][N:25]([CH2:28][C:29]3[CH:38]=[CH:37][C:36]4[C:31](=[CH:32][CH:33]=[CH:34][CH:35]=4)[CH:30]=3)[CH2:26][CH2:27]2)=[CH:7][CH:8]=1. Procedure: This compound is obtained according to the procedure described in 1.4. by reacting 1-chloro-7-methoxy-4-(4-methylphenyl)phthalazine with 4-amino-1-(naphthalen-2-ylmethyl)piperidine. Isolated yield 157.2%. RXN SMILES: Cl[C:2]1[CH:3]=[C:4]([CH:8]=[CH:9][CH:10]=1)[C:5]([OH:7])=[O:6].[CH:11]([C:13]1[CH:18]=[CH:17][CH:16]=[CH:15][C:14]=1B(O)O)=[O:12].C([O-])([O-])=O.[K+].[K+]>CC([O-])=O.CC([O-])=O.[Pd+2].C1(P(C2CCCCC2)C2C=CC=CC=2C2C(OC)=CC=C(S([O-])(=O)=O)C=2OC)CCCCC1.[Na+].O>[OH2:6].[CH:11]([C:13]1[CH:18]=[CH:17][CH:16]=[CH:15][C:14]=1[C:2]1[CH:10]=[CH:9][CH:8]=[C:4]([C:5]([OH:7])=[O:6])[CH:3]=1)=[O:12] |f:2.3.4,5.6.7,8.9,11.12|. Reagents/catalysts: CC(=O)[O-].CC(=O)[O-].[Pd+2] (Pd(OAc)2), C1(CCCCC1)P(C1=C(C=CC=C1)C1=C(C(=CC=C1OC)S(=O)(=O)[O-])OC)C1CCCCC1.[Na+] (sodium 2-dicyclohexylphosphino-2′,6′-dimethoxybiphenyl-3′-sulfonate). The reactants are ClC=1C=C(C(=O)O)C=CC1 (3-chlorobenzoic acid), C(=O)C1=C(C=CC=C1)B(O)O (2-formylphenylboronic acid), C(=O)([O-])[O-].[K+].[K+] (K2CO3). The product is O.C(=O)C1=C(C=CC=C1)C1=CC(=CC=C1)C(=O)O (2′-formyl-biphenyl-3-carboxylic acid monohydrate). Procedure details: The general procedure described in Example 3 was used with 3-chlorobenzoic acid (157 mg, 1.00 mmol), 2-formylphenylboronic acid (225 mg, 1.50 mmol), Pd(OAc)2 (2.2 mg, 0.010 mmol, 1 mol %), sodium 2-dicyclohexylphosphino-2′,6′-dimethoxybiphenyl-3′-sulfonate (10.0 mg, 0.020 mmol, 2 mol %), K2CO3 (414 mg, 3.00 mmol), water (2.0 mL), 10 h, 80° C. The product was isolated as a white solid (192 mg, 85%). Mp=164-167° C. 1H NMR (400 MHz, d4-MeOH, d6-DMSO) δ: 8.07 (m, 2H), 7.68 (m, 1H), 7.63-7.52 (m, 2H)... Solvent: O (water). Starting materials: IC1=CC(=C(C(=O)OC)C=C1)S(=O)(=O)N=C=O (methyl 4-iodo-2-isocyanatosulfonylbenzoate), NC1=NC(=NC(=N1)OC)C (2-amino-4-methoxy-6-methyl-1,3,5-triazine). Run in C=1(C(=CC=CC1)C)C (xylene), C(C)(=O)OCC (ethyl acetate). Reaction conditions: time 4 hour. Product: IC1=CC(=C(C(=O)OC)C=C1)S(=O)(=O)NC(=O)NC1=NC(=NC(=N1)OC)C (Methyl 4-iodo-2-{N-[N-(4-methoxy-6-methyl-1,3,5-triazin-2-yl)-aminocarbonyl]aminosulfonyl}benzoate). Yield: 99.2%. Reaction SMILES: [I:1][C:2]1[CH:11]=[CH:10][C:5]([C:6]([O:8][CH3:9])=[O:7])=[C:4]([S:12]([N:15]=[C:16]=[O:17])(=[O:14])=[O:13])[CH:3]=1.[NH2:18][C:19]1[N:24]=[C:23]([O:25][CH3:26])[N:22]=[C:21]([CH3:27])[N:20]=1>C1(C)C(C)=CC=CC=1.C(OCC)(=O)C>[I:1][C:2]1[CH:11]=[CH:10][C:5]([C:6]([O:8][CH3:9])=[O:7])=[C:4]([S:12]([NH:15][C:16]([NH:18][C:19]2[N:24]=[C:23]([O:25][CH3:26])[N:22]=[C:21]([CH3:27])[N:20]=2)=[O:17])(=[O:14])=[O:13])[CH:3]=1. Procedure: Under protective gas, a 14.5% strength solution (1465 g) of methyl 4-iodo-2-isocyanatosulfonylbenzoate in xylene is added over 4 hours at a constant rate at 50° C. to a suspension of 84.5 g of 2-amino-4-methoxy-6-methyl-1,3,5-triazine in 670 g of ethyl acetate. After the addition has ended, the mixture is stirred at the same temperature for approximately 4 hours, and the ethyl acetate is then distilled off under reduced pressure (80–60 mbar, T=50° C.). The suspension that remains is filtered off...